This data is from the Open Reaction Database (ORD), a public repository of structured organic reaction records. The task is: describe an organic reaction: reactants, conditions, products, and yield Reactants: O=C([O-])[O-], CS(=O)(=O)Cl, Cc1ccccc1, CC1(C)CNCCN1, [K+], [K+]. Product: CC1(C)CN(S(C)(=O)=O)CCN1. Reaction SMILES: [C:14](=[O:15])([O-:16])[O-:17].[CH3:1][S:2]([Cl:3])(=[O:4])=[O:5].[CH3:20][c:21]1[cH:22][cH:23][cH:24][cH:25][cH:26]1.[CH3:6][C:7]1([CH3:13])[NH:8][CH2:9][CH2:10][NH:11][CH2:12]1.[K+:18].[K+:19]>>[CH3:1][S:2](=[O:4])(=[O:5])[N:11]1[CH2:10][CH2:9][NH:8][C:7]([CH3:6])([CH3:13])[CH2:12]1. The reactants are C(C1=CC=CC=C1)OC1=CC(NC=C1)=O (4-benzyloxy-1H-pyridin-2-one), C([O-])([O-])=O.[Cs+].[Cs+] (cesium carbonate), O (water), BrCC(=O)C1=C(C=C(C=C1)CO)C (2-Bromo-1-(4-hydroxymethyl-2-methyl-phenyl)-ethanone). The solvent is CS(=O)C (DMSO). Run at time 15 minute. Yields the product C(C1=CC=CC=C1)OC1=CC(N(C=C1)CC(=O)C1=C(C=C(C=C1)CO)C)=O (4-Benzyloxy-1-[2-(4-hydroxymethyl-2-methyl-phenyl)-2-oxo-ethyl]-1H-pyridin-2-one). Reaction SMILES: [CH2:1]([O:8][C:9]1[CH:14]=[CH:13][NH:12][C:11](=[O:15])[CH:10]=1)[C:2]1[CH:7]=[CH:6][CH:5]=[CH:4][CH:3]=1.C(=O)([O-])[O-].[Cs+].[Cs+].Br[CH2:23][C:24]([C:26]1[CH:31]=[CH:30][C:29]([CH2:32][OH:33])=[CH:28][C:27]=1[CH3:34])=[O:25].O>CS(C)=O>[CH2:1]([O:8][C:9]1[CH:14]=[CH:13][N:12]([CH2:23][C:24]([C:26]2[CH:31]=[CH:30][C:29]([CH2:32][OH:33])=[CH:28][C:27]=2[CH3:34])=[O:25])[C:11](=[O:15])[CH:10]=1)[C:2]1[CH:3]=[CH:4][CH:5]=[CH:6][CH:7]=1 |f:1.2.3|. Procedure: To a solution of 4-benzyloxy-1H-pyridin-2-one (728 mg, 3.62 mmol) in DMSO (4.00 mL) is added cesium carbonate (2.95 g, 9.05 mmol) and the mixture is stirred 15 min at room temperature. 2-Bromo-1-(4-hydroxymethyl-2-methyl-phenyl)-ethanone (preparation 1b, 880 mg, 3.62 mmol) is added in portions and the mixture and is stirred 2 h at room temperature. After addition of water, the precipitate is collected, washed with water and dried.